Dataset: the Open Reaction Database (ORD), a public repository of structured organic reaction records. Task: describe an organic reaction: reactants, conditions, products, and yield Reactants: IC1=C(C(=CC=C1)C)C (1-iodo-2,3-dimethylbenzene), C1(=CC=CC=C1)P(C1=CC=CC=C1)C1=CC=CC=C1 (triphenylphosphine), C(C#C)O (propargyl alcohol), C(C)(C)N(CC)C(C)C (diisopropylethylamine). The reagents and catalysts are [Cu]I (copper(I) iodide), C1=CC=C(C=C1)/C=C/C(=O)/C=C/C2=CC=CC=C2.C1=CC=C(C=C1)/C=C/C(=O)/C=C/C2=CC=CC=C2.C1=CC=C(C=C1)/C=C/C(=O)/C=C/C2=CC=CC=C2.C(Cl)(Cl)Cl.[Pd].[Pd] (tris(dibenzylideneacetone)dipalladium(0) chloroform adduct). Run in [Cl-].[Na+].O (brine), O1CCCC1 (tetrahydrofuran). Reaction conditions: time 19 hour. Product: CC1=C(C=CC=C1C)C#CCO (3-(2,3-dimethylphenyl)-2-propyne-1-ol). Reaction SMILES: I[C:2]1[CH:7]=[CH:6][CH:5]=[C:4]([CH3:8])[C:3]=1[CH3:9].C1(P(C2C=CC=CC=2)C2C=CC=CC=2)C=CC=CC=1.[CH2:29]([OH:32])[C:30]#[CH:31].C(N(C(C)C)CC)(C)C>[Cl-].[Na+].O.[Cu]I.C1C=CC(/C=C/C(/C=C/C2C=CC=CC=2)=O)=CC=1.C1C=CC(/C=C/C(/C=C/C2C=CC=CC=2)=O)=CC=1.C1C=CC(/C=C/C(/C=C/C2C=CC=CC=2)=O)=CC=1.C(Cl)(Cl)Cl.[Pd].[Pd].O1CCCC1>[CH3:9][C:3]1[C:4]([CH3:8])=[CH:5][CH:6]=[CH:7][C:2]=1[C:31]#[C:30][CH2:29][OH:32] |f:4.5.6,8.9.10.11.12.13|. Procedure details: A mixture of 1-iodo-2,3-dimethylbenzene (5.00 g), copper(I) iodide (82.1 mg), triphenylphosphine (283 mg), tris(dibenzylideneacetone)dipalladium(0) chloroform adduct (446 mg), propargyl alcohol (1.40 ml), diisopropylethylamine (15.0 ml) and tetrahydrofuran (100 ml) was stirred at room temperature for 19 hr. The reaction mixture was added to brine, and the mixture was extracted with ethyl acetate, washed with saturated brine, and dried over anhydrous magnesium sulfate. The solvent was evaporated ... Reactants: C[Si](C)(C)[N-][Si](C)(C)C, C[Si](C)(C)CCOCCl, CCOC(C)=O, O=C1CCC(c2cc(F)ccc2F)(S(=O)(=O)c2ccc(Cl)cc2)CC1, [Li+], C1CCOC1. Yields the product C[Si](C)(C)CCOCC1CC(c2cc(F)ccc2F)(S(=O)(=O)c2ccc(Cl)cc2)CCC1=O. RXN SMILES: [CH3:26][Si:27]([CH3:28])([CH3:29])[N-:30][Si:31]([CH3:32])([CH3:33])[CH3:34].[CH3:36][Si:37]([CH2:38][CH2:39][O:40][CH2:41][Cl:42])([CH3:43])[CH3:44].[CH3:50][CH2:51][O:52][C:53](=[O:54])[CH3:55].[Cl:1][c:2]1[cH:3][cH:4][c:5]([S:8](=[O:9])(=[O:10])[C:11]2([c:18]3[c:19]([F:25])[cH:20][cH:21][c:22]([F:24])[cH:23]3)[CH2:12][CH2:13][C:14](=[O:17])[CH2:15][CH2:16]2)[cH:6][cH:7]1.[Li+:35].[O:45]1[CH2:46][CH2:47][CH2:48][CH2:49]1>>[Cl:1][c:2]1[cH:3][cH:4][c:5]([S:8](=[O:9])(=[O:10])[C:11]2([c:18]3[c:19]([F:25])[cH:20][cH:21][c:22]([F:24])[cH:23]3)[CH2:12][CH:13]([CH2:41][O:40][CH2:39][CH2:38][Si:37]([CH3:36])([CH3:43])[CH3:44])[C:14](=[O:17])[CH2:15][CH2:16]2)[cH:6][cH:7]1. Starting materials: O1C(CCCC1)N1N=C(C2=CC(=CC=C12)C=1C=C2C(=NC1)NN=C2C(F)(F)F)C2=CN=CC(=N2)N2CCC(CC2)NC(OC(C)(C)C)=O (tert-butyl 1-(6-(1-(tetrahydro-2H-pyran-2-yl)-5-(3-(trifluoromethyl)-1H-pyrazolo[3,4-b]pyridin-5-yl)-1H-indazol-3-yl)pyrazin-2-yl)piperidin-4-ylcarbamate), Cl (HCl). The solvent is O1CCOCC1 (dioxane). Reaction conditions: temperature 90 celsius, time 3 hour. Yields the product FC(C1=NNC2=NC=C(C=C21)C=2C=C1C(=NNC1=CC2)C2=CN=CC(=N2)N2CCC(CC2)N)(F)F (1-(6-(5-(3-(trifluoromethyl)-1H-pyrazolo[3,4-b]pyridin-5-yl)-1H-indazol-3-yl)pyrazin-2-yl)piperidin-4-amine). As a reaction SMILES: O1CCCCC1[N:7]1[C:15]2[C:10](=[CH:11][C:12]([C:16]3[CH:17]=[C:18]4[C:24]([C:25]([F:28])([F:27])[F:26])=[N:23][NH:22][C:19]4=[N:20][CH:21]=3)=[CH:13][CH:14]=2)[C:9]([C:29]2[N:34]=[C:33]([N:35]3[CH2:40][CH2:39][CH:38]([NH:41]C(=O)OC(C)(C)C)[CH2:37][CH2:36]3)[CH:32]=[N:31][CH:30]=2)=[N:8]1.Cl>O1CCOCC1>[F:28][C:25]([F:26])([F:27])[C:24]1[C:18]2[C:19](=[N:20][CH:21]=[C:16]([C:12]3[CH:11]=[C:10]4[C:15](=[CH:14][CH:13]=3)[NH:7][N:8]=[C:9]4[C:29]3[N:34]=[C:33]([N:35]4[CH2:40][CH2:39][CH:38]([NH2:41])[CH2:37][CH2:36]4)[CH:32]=[N:31][CH:30]=3)[CH:17]=2)[NH:22][N:23]=1. Procedure details: A suspension of tert-butyl 1-(6-(5-bromo-1-(tetrahydro-2H-pyran-2-yl)-1H-indazol-3-yl)pyrazin-2-yl)piperidin-4-ylcarbamate (compound 1e) (150 mg, 0.269 mmol), crude 5-(4,4,5,5-tetramethyl-1,3,2-dioxaborolan-2-yl)-3-(trifluoromethyl)-1H-pyrazolo[3,4-b]pyridine 6a (177 mg, 0.57 mmol), Pd(dppf)Cl2 (22 mg, 0.03 mmol, Strem) and aqueous Na2CO3, 2.0 M (0.27 mL, 0.54 mmol) in dioxane (3 mL) was capped, degassed and backfilled with argon. The reaction was heated at 120° C. in a microwave for 45 min. The... RXN SMILES: FC(F)(F)C([O-])=O.[CH3:8][C:9]1[C:17]2[C:12](=[CH:13][CH:14]=[C:15]([CH:18]([C:24]3[CH:29]=[CH:28][CH:27]=[CH:26][CH:25]=3)[CH2:19][C:20]([NH:22][CH3:23])=O)[CH:16]=2)[NH:11][N:10]=1.N1C2C(=CC=CC=2C(C2C=CC=CC=2)CCNC)C=C1>>[CH3:8][C:9]1[C:17]2[C:12](=[CH:13][CH:14]=[C:15]([CH:18]([C:24]3[CH:29]=[CH:28][CH:27]=[CH:26][CH:25]=3)[CH2:19][CH2:20][NH:22][CH3:23])[CH:16]=2)[NH:11][N:10]=1. Yields the product CC1=NNC2=CC=C(C=C12)C(CCNC)C1=CC=CC=C1 ([3-(3-Methyl-1H-indazol-5-yl)-3-phenyl-propyl]-methyl-amine). Procedure: [3-(3-Methyl-1H-indazol-5-yl)-3-phenyl-propyl]-methyl-amine CCXXII was prepared as a trifluoroacetate from 3-(3-methyl-1H-indazol-5-yl)-N-methyl-3-phenyl-propionamide using the procedure described for preparation of [3-(1H-Indol-7-yl)-3-phenyl-propyl]-methyl-amine XX (Example 4). MS (M+H)=280. Reactants: FC(C(=O)[O-])(F)F (trifluoroacetate), CC1=NNC2=CC=C(C=C12)C(CC(=O)NC)C1=CC=CC=C1 (3-(3-methyl-1H-indazol-5-yl)-N-methyl-3-phenyl-propionamide), N1C=CC2=CC=CC(=C12)C(CCNC)C1=CC=CC=C1 ([3-(1H-Indol-7-yl)-3-phenyl-propyl]-methyl-amine). Starting materials: [H-].[Al+3].[Li+].[H-].[H-].[H-] (lithium aluminium hydride), C(C)N(C([C@H](C)S)=O)CC ((S)-N,N-Diethyl-2-mercaptopropionamide), O (water). Solvent: C(C)OCC (ethyl ether), C(C)OCC (ethyl ether). Conditions: temperature 0 celsius. Product: C(C)N(C[C@H](C)S)CC ((S)-1-Diethylamino-2-propanethiol). Yield: 64.0%. Reaction SMILES: [CH2:1]([N:3]([CH2:9][CH3:10])[C:4](=O)[C@@H:5]([SH:7])[CH3:6])[CH3:2].[H-].[Al+3].[Li+].[H-].[H-].[H-].O>C(OCC)C>[CH2:1]([N:3]([CH2:9][CH3:10])[CH2:4][C@@H:5]([SH:7])[CH3:6])[CH3:2] |f:1.2.3.4.5.6|. Reported procedure: (S)-N,N-Diethyl-2-mercaptopropionamide (171 g) dissolved in ethyl ether (500 cc) is added dropwise to a suspension of lithium aluminium hydride (42.6 g) in ethyl ether (1500 cc) in the course of 1 hour and 20 minutes. The reaction mixture is then maintained under reflux for 2 hours and 30 minutes and then cooled to a temperature in the vicinity of 0° C. Distilled water (49.8 cc) is then added so that the temperature of the mixture does not exceed 20° C., and 5N sodium hydroxide (36.6 cc) and dis... Starting materials: C1(=CC=CC=C1)S(=O)(=O)Cl (benzenesulfonyl chloride), ClC1=NC=CC(=N1)C1=C(N=C(S1)C(C)C)C=1C=C(C=CC1)NS(=O)(=O)C1=C(C=CC=C1F)F (N-{3-[5-(2-Chloro-4-pyrimidinyl)-2-(1-methylethyl)-1,3-thiazol-4-yl]phenyl}-2,6-difluorobenzenesulfonamide), NC=1C(=C(C=CC1)C=1N=C(SC1C1=NC(=NC=C1)N)C(C)(C)C)F (4-[4-(3-amino-2-fluorophenyl)-2-(1,1-dimethylethyl)-1,3-thiazol-5-yl]-2-pyrimidinamine). The product is NC1=NC=CC(=N1)C1=C(N=C(S1)C(C)(C)C)C=1C(=C(C=CC1)NS(=O)(=O)C1=CC=CC=C1)F (N-{3-[5-(2-amino-4-pyrimidinyl)-2-(1,1-dimethylethyl)-1,3-thiazol-4-yl]-2-fluorophenyl}benzenesulfonamide), solid. The yield is 65.0%. RXN SMILES: ClC1N=C(C2SC(C(C)C)=NC=2C2C=C(N[S:23]([C:26]3[C:31](F)=[CH:30][CH:29]=[CH:28][C:27]=3F)(=[O:25])=[O:24])C=CC=2)C=CN=1.[NH2:34][C:35]1[C:36]([F:57])=[C:37]([C:41]2[N:42]=[C:43]([C:53]([CH3:56])([CH3:55])[CH3:54])[S:44][C:45]=2[C:46]2[CH:51]=[CH:50][N:49]=[C:48]([NH2:52])[N:47]=2)[CH:38]=[CH:39][CH:40]=1.C1(S(Cl)(=O)=O)C=CC=CC=1>>[NH2:52][C:48]1[N:47]=[C:46]([C:45]2[S:44][C:43]([C:53]([CH3:54])([CH3:56])[CH3:55])=[N:42][C:41]=2[C:37]2[C:36]([F:57])=[C:35]([NH:34][S:23]([C:26]3[CH:31]=[CH:30][CH:29]=[CH:28][CH:27]=3)(=[O:25])=[O:24])[CH:40]=[CH:39][CH:38]=2)[CH:51]=[CH:50][N:49]=1. Reported procedure: Following a procedure analogous to the procedure described in Intermediate 14 using 4 4-[4-(3-amino-2-fluorophenyl)-2-(1,1-dimethylethyl)-1,3-thiazol-5-yl]-2-pyrimidinamine (65 mg, 0.189 mmol) and benzenesulfonyl chloride (0.029 mL, 0.227 mmol), the title compound was obtained as an off white solid (60 mg, 65% yield). MS (ESI): 484 [M+H]+. Reaction SMILES: [C:1]([O:2][BH-:3]([O:4][C:5](=[O:6])[CH3:7])[O:8][C:9](=[O:10])[CH3:11])(=[O:12])[CH3:13].[C:41](=[O:42])([O-:43])[OH:44].[CH2:30]([c:31]1[cH:32][cH:33][cH:34][cH:35][cH:36]1)[NH:37][CH2:38][CH2:39][OH:40].[CH3:46][C:47]#[N:48].[CH3:49][C:50](=[O:51])[OH:52].[Cl:15][c:16]1[c:17]([CH:28]=[O:29])[n:18][cH:19][c:20]([N:22]([CH3:23])[CH:24]2[CH2:25][CH2:26][CH2:27]2)[n:21]1.[Na+:14].[Na+:45]>>[Cl:15][c:16]1[c:17]([CH2:28][N:37]([CH2:30][c:31]2[cH:32][cH:33][cH:34][cH:35][cH:36]2)[CH2:38][CH2:39][OH:40])[n:18][cH:19][c:20]([N:22]([CH3:23])[CH:24]2[CH2:25][CH2:26][CH2:27]2)[n:21]1. The reactants are CC(=O)O[BH-](OC(C)=O)OC(C)=O, O=C([O-])O, OCCNCc1ccccc1, CC#N, CC(=O)O, CN(c1cnc(C=O)c(Cl)n1)C1CCC1, [Na+], [Na+]. The product is CN(c1cnc(CN(CCO)Cc2ccccc2)c(Cl)n1)C1CCC1.